This data is from the Open Reaction Database (ORD), a public repository of structured organic reaction records. The task is: describe an organic reaction: reactants, conditions, products, and yield Starting materials: C=CC=CC(C)C(OCc1ccc(OC)cc1)C(C)C(CCC(C)CC(C)C(O[Si](C)(C)C(C)(C)C)C(C)C=CC(CC(O[Si](C)(C)C(C)(C)C)C(C)C=CC=CC(=O)OC)O[Si](C)(C)C(C)(C)C)O[Si](C)(C)C(C)(C)C, ClCCl, N#CC1=C(C#N)C(=O)C(Cl)=C(Cl)C1=O, O. As a reaction SMILES: [CH3:1][O:2][C:3]([CH:4]=[CH:5][CH:6]=[CH:7][CH:8]([CH:9]([CH2:10][CH:11]([CH:12]=[CH:13][CH:14]([CH:15]([CH:16]([CH2:17][CH:18]([CH2:19][CH2:20][CH:21]([CH:22]([CH:23]([CH:24]([CH:25]=[CH:26][CH:27]=[CH2:28])[CH3:29])[O:30][CH2:31][c:32]1[cH:33][cH:34][c:35]([O:36][CH3:37])[cH:38][cH:39]1)[CH3:40])[O:41][Si:42]([CH3:43])([CH3:44])[C:45]([CH3:46])([CH3:47])[CH3:48])[CH3:49])[CH3:50])[O:51][Si:52]([CH3:53])([CH3:54])[C:55]([CH3:56])([CH3:57])[CH3:58])[CH3:59])[O:60][Si:61]([CH3:62])([CH3:63])[C:64]([CH3:65])([CH3:66])[CH3:67])[O:68][Si:69]([CH3:70])([CH3:71])[C:72]([CH3:73])([CH3:74])[CH3:75])[CH3:76])=[O:77].[Cl:78][CH2:79][Cl:80].[Cl:81][C:82]1=[C:93]([Cl:94])[C:91](=[O:92])[C:88]([C:89]#[N:90])=[C:85]([C:86]#[N:87])[C:83]1=[O:84].[OH2:95]>>[CH3:1][O:2][C:3]([CH:4]=[CH:5][CH:6]=[CH:7][CH:8]([CH:9]([CH2:10][CH:11]([CH:12]=[CH:13][CH:14]([CH:15]([CH:16]([CH2:17][CH:18]([CH2:19][CH2:20][CH:21]([CH:22]([CH:23]([CH:24]([CH:25]=[CH:26][CH:27]=[CH2:28])[CH3:29])[OH:30])[CH3:40])[O:41][Si:42]([CH3:43])([CH3:44])[C:45]([CH3:46])([CH3:47])[CH3:48])[CH3:49])[CH3:50])[O:51][Si:52]([CH3:53])([CH3:54])[C:55]([CH3:56])([CH3:57])[CH3:58])[CH3:59])[O:60][Si:61]([CH3:62])([CH3:63])[C:64]([CH3:65])([CH3:66])[CH3:67])[O:68][Si:69]([CH3:70])([CH3:71])[C:72]([CH3:73])([CH3:74])[CH3:75])[CH3:76])=[O:77]. Yields the product C=CC=CC(C)C(O)C(C)C(CCC(C)CC(C)C(O[Si](C)(C)C(C)(C)C)C(C)C=CC(CC(O[Si](C)(C)C(C)(C)C)C(C)C=CC=CC(=O)OC)O[Si](C)(C)C(C)(C)C)O[Si](C)(C)C(C)(C)C. Starting materials: O1C(=CC2=C1C=CC=C2)CC(=O)O (3-benzofuran acetic acid), C(=O)(N1C=NC=C1)N1C=NC=C1 (carbonyldiimidazole), C(C1=CC=CC=C1)OC=1C=C(C=CC1)C(CN1CC(CC1)O[Si](C)(C)C(C)(C)C)NC ({1-(3-Benzyloxy-phenyl)-2-[3-(tert-butyl-dimethyl-silanyloxy)-pyrrolidin-1-yl]-ethyl}-methyl-amine). Run in C1CCOC1 (THF), C1CCOC1 (THF). Run at time 2 hour. The product is C=1OC(=C2C1C=CC=C2)CC(=O)N(C)C(CN2CC(CC2)O[Si](C)(C)C(C)(C)C)C2=CC(=CC=C2)OCC2=CC=CC=C2 (2-Benzofuran-3-yl-N-{1-(3-benzyloxy-phenyl)-2-[3-(tert-butyl-dimethyl-silanyloxy)-pyrrolidin-1-yl]-ethyl}-N-methyl-acetamide). RXN SMILES: [O:1]1[C:5]2[CH:6]=[CH:7][CH:8]=[CH:9][C:4]=2[CH:3]=[C:2]1[CH2:10][C:11]([OH:13])=O.C(N1C=CN=C1)(N1C=CN=C1)=O.[CH2:26]([O:33][C:34]1[CH:35]=[C:36]([CH:40]([NH:55][CH3:56])[CH2:41][N:42]2[CH2:46][CH2:45][CH:44]([O:47][Si:48]([C:51]([CH3:54])([CH3:53])[CH3:52])([CH3:50])[CH3:49])[CH2:43]2)[CH:37]=[CH:38][CH:39]=1)[C:27]1[CH:32]=[CH:31][CH:30]=[CH:29][CH:28]=1>C1COCC1>[CH:5]1[O:1][C:2]([CH2:10][C:11]([N:55]([CH:40]([C:36]2[CH:37]=[CH:38][CH:39]=[C:34]([O:33][CH2:26][C:27]3[CH:28]=[CH:29][CH:30]=[CH:31][CH:32]=3)[CH:35]=2)[CH2:41][N:42]2[CH2:46][CH2:45][CH:44]([O:47][Si:48]([C:51]([CH3:54])([CH3:53])[CH3:52])([CH3:49])[CH3:50])[CH2:43]2)[CH3:56])=[O:13])=[C:3]2[CH:4]=[CH:9][CH:8]=[CH:7][C:6]=12. Reported procedure: To a solution of 3-benzofuran acetic acid (1.446 g, 8.01 mmol) in THF (5 mL) at room temperature was added carbonyldiimidazole (1.31 g, 8.09 mmol). After stirring for 2 hours, a solution of Example 5 (2.68 g, 6.09 mmol) in THF (10 mL) was added. After stirring for 16 hours, all volatiles were removed in vacuo and the residue dissolved in ethyl acetate (300 mL). This solution was washed with saturated sodium hydrogencarbonate solution, then water, then saturated NaCl solution (50 mL of each). Aft... Reactants: C(C)(C)(C)OC(N[C@H](C)C1=C(C=C(C=C1)B1OC(C(O1)(C)C)(C)C)F)=O ({(R)-1-[2-fluoro-4-(4,4,5,5-tetramethyl-[1,3,2]dioxaborolan-2-yl)-phenyl]-ethyl}-carbamic acid tert-butyl ester), C(C)(C)(C)OC(N[C@H](C)C1=C(C=C(C=C1)B1OC(C(O1)(C)C)(C)C)F)=O ({(R)-1-[2-fluoro-4-(4,4,5,5-tetramethyl-[1,3,2]dioxaborolan-2-yl)-phenyl]-ethyl}-carbamic acid tert-butyl ester), BrC1=C(C(=O)OC)C(=CC=C1)Cl (methyl 2-bromo-6-chlorobenzoate), C1(=C(C=CC=C1)P(C1=C(C=CC=C1)C)C1=C(C=CC=C1)C)C (tri-o-tolyl-phosphane), C([O-])([O-])=O.[K+].[K+] (potassium carbonate). The reagents and catalysts are C(C)(=O)[O-].[Pd+2].C(C)(=O)[O-] (palladium(II) acetate). The solvent is O (water), C1CCOC1 (THF), O (water). The product is COC(=O)C=1C(=CC=CC1Cl)C1=CC(=C(C=C1)[C@@H](C)NC(=O)OC(C)(C)C)F (4′-((R)-1-tert-Butoxycarbonylamino-ethyl)-3-chloro-3′-fluoro-biphenyl-2-carboxylic acid methyl ester), oil. The yield is 58.0%. RXN SMILES: [C:1]([O:5][C:6](=[O:26])[NH:7][C@@H:8]([C:10]1[CH:15]=[CH:14][C:13](B2OC(C)(C)C(C)(C)O2)=[CH:12][C:11]=1[F:25])[CH3:9])([CH3:4])([CH3:3])[CH3:2].Br[C:28]1[CH:37]=[CH:36][CH:35]=[C:34]([Cl:38])[C:29]=1[C:30]([O:32][CH3:33])=[O:31].C1(C)C=CC=CC=1P(C1C=CC=CC=1C)C1C=CC=CC=1C.C(=O)([O-])[O-].[K+].[K+]>C1COCC1.O.C([O-])(=O)C.[Pd+2].C([O-])(=O)C>[CH3:33][O:32][C:30]([C:29]1[C:28]([C:13]2[CH:14]=[CH:15][C:10]([C@H:8]([NH:7][C:6]([O:5][C:1]([CH3:2])([CH3:3])[CH3:4])=[O:26])[CH3:9])=[C:11]([F:25])[CH:12]=2)=[CH:37][CH:36]=[CH:35][C:34]=1[Cl:38])=[O:31] |f:3.4.5,8.9.10|. Reported procedure: A mixture of {(R)-1-[2-fluoro-4-(4,4,5,5-tetramethyl-[1,3,2]dioxaborolan-2-yl)-phenyl]-ethyl}-carbamic acid tert-butyl ester (600 mg, 1.64 mmol, intermediate 13), methyl 2-bromo-6-chlorobenzoate (430 mg, 1.72 mmol) [CAS 685892-23-3; commercially available], tri-o-tolyl-phosphane (100 mg, 329 μmol), potassium carbonate (568 mg, 4.11 mmol) and palladium(II) acetate (18.4 mg, 82.1 μmol) in THF (20.0 ml) and water (1.18 ml) was stirred at room temperature over night. The reaction mixture was diluted... The reactants are N1CCNCC1 (Piperazine), ClC1C=2C=CC=CC2C=2NC(C(NC21)=O)=O (9-Chloro-9H-indeno[1,2-b]pyrazine-2,3(1H, 4H)-dione), N1CCNCC1 (piperazine). Solvent: O1CCCC1 (tetrahydrofuran). Run at time 72 hour. Yields the product N1(CCNCC1)C1C=2C=CC=CC2C=2NC(C(NC21)=O)=O (9-(1-Piperazinyl)-9H-indeno[1,2-b]pyrazine-2,3(1H, 4H)-dione). Yield: 35.2%. As a reaction SMILES: [NH:1]1[CH2:6][CH2:5][NH:4][CH2:3][CH2:2]1.Cl[CH:8]1[C:20]2[NH:19][C:18](=[O:21])[C:17](=[O:22])[NH:16][C:15]=2[C:14]2[CH:13]=[CH:12][CH:11]=[CH:10][C:9]1=2>O1CCCC1>[N:1]1([CH:8]2[C:20]3[NH:19][C:18](=[O:21])[C:17](=[O:22])[NH:16][C:15]=3[C:14]3[CH:13]=[CH:12][CH:11]=[CH:10][C:9]2=3)[CH2:6][CH2:5][NH:4][CH2:3][CH2:2]1. Reported procedure: Piperazine (1.1 g, 12.8 mmol) was suspended in 15 ml of dry tetrahydrofuran at -20° C. 9-Chloro-9H-indeno[1,2-b]pyrazine-2,3(1H, 4H)-dione (1.5 g, 6.4 mmol) was added over 25 min. and the temperature was slowly rised to room temperature while stirring. After 20 hours another portion of piperazine (0.55 g, 6.4 mmol) was added and stirring was continued for 72 hours. The reaction mixture was evaporated in vacuo to dryness and the remanence was suspended in 10 ml 6M HCl. The product was filtered of... The reactants are CCC(=O)N(c1ccccc1)C1CCNCC1, O=C([O-])[O-], CN(C)C=O, Fc1ccc2c(CCCCl)noc2c1, [I-], [K+], [K+], [K+]. Yields the product CCC(=O)N(c1ccccc1)C1CCN(CCCc2noc3cc(F)ccc23)CC1, Cl. RXN SMILES: [C:15]([CH2:16][CH3:17])(=[O:18])[N:19]([c:20]1[cH:21][cH:22][cH:23][cH:24][cH:25]1)[CH:26]1[CH2:27][CH2:28][NH:29][CH2:30][CH2:31]1.[C:32](=[O:33])([O-:34])[O-:35].[CH3:40][N:41]([CH3:42])[CH:43]=[O:44].[Cl:1][CH2:2][CH2:3][CH2:4][c:5]1[n:6][o:7][c:8]2[c:9]1[cH:10][cH:11][c:12]([F:14])[cH:13]2.[I-:39].[K+:36].[K+:37].[K+:38]>>[CH2:2]([CH2:3][CH2:4][c:5]1[n:6][o:7][c:8]2[c:9]1[cH:10][cH:11][c:12]([F:14])[cH:13]2)[N:29]1[CH2:28][CH2:27][CH:26]([N:19]([C:15]([CH2:16][CH3:17])=[O:18])[c:20]2[cH:21][cH:22][cH:23][cH:24][cH:25]2)[CH2:31][CH2:30]1.[ClH:1].